This data is from the Open Reaction Database (ORD), a public repository of structured organic reaction records. The task is: describe an organic reaction: reactants, conditions, products, and yield Starting materials: CC(C)C(CO)Nc1ccc(C(F)(F)F)cc1, CC(C)OC(=O)N=NC(=O)OC(C)C, C1CCOC1, Oc1ccccc1, c1ccc(P(c2ccccc2)c2ccccc2)cc1. Yields the product CC(C)C(COc1ccccc1)Nc1ccc(C(F)(F)F)cc1. Reaction SMILES: [CH3:1][CH:2]([CH:3]([CH2:4][OH:5])[NH:6][c:7]1[cH:8][cH:9][c:10]([C:13]([F:14])([F:15])[F:16])[cH:11][cH:12]1)[CH3:17].[O:44]=[C:45]([O:46][CH:47]([CH3:48])[CH3:49])[N:50]=[N:51][C:52]([O:53][CH:54]([CH3:55])[CH3:56])=[O:57].[O:58]1[CH2:59][CH2:60][CH2:61][CH2:62]1.[OH:18][c:19]1[cH:20][cH:21][cH:22][cH:23][cH:24]1.[c:25]1([P:26]([c:27]2[cH:28][cH:29][cH:30][cH:31][cH:32]2)[c:33]2[cH:34][cH:35][cH:36][cH:37][cH:38]2)[cH:39][cH:40][cH:41][cH:42][cH:43]1>>[CH3:1][CH:2]([CH:3]([CH2:4][O:5][c:19]1[cH:20][cH:21][cH:22][cH:23][cH:24]1)[NH:6][c:7]1[cH:8][cH:9][c:10]([C:13]([F:14])([F:15])[F:16])[cH:11][cH:12]1)[CH3:17]. Reactants: O (water), BrC1=C2C[C@@H](NCC2=CC=C1)CO[Si](C)(C)C(C)(C)C ((3R)-5-bromo-3-({[tert-butyl(dimethyl)silyl]oxy}methyl)-1,2,3,4-tetrahydroisoquinoline), [OH-].[K+] (potassium hydroxide), ClN1C(CCC1=O)=O (N-chlorosuccinimide). Solvent: hexanes, C(C)OCC (diethyl ether). Run at time 30 minute. Yields the product BrC1=C2C[C@@H](N=CC2=CC=C1)CO[Si](C)(C)C(C)(C)C ((3R)-5-bromo-3-({[tert-butyl(dimethyl)silyl]oxy}methyl)-3,4 dihydroisoquinoline). Isolated yield 81.3%. Reaction SMILES: [Br:1][C:2]1[CH:11]=[CH:10][CH:9]=[C:8]2[C:3]=1[CH2:4][C@H:5]([CH2:12][O:13][Si:14]([C:17]([CH3:20])([CH3:19])[CH3:18])([CH3:16])[CH3:15])[NH:6][CH2:7]2.ClN1C(=O)CCC1=O.[OH-].[K+].O>C(OCC)C>[Br:1][C:2]1[CH:11]=[CH:10][CH:9]=[C:8]2[C:3]=1[CH2:4][C@H:5]([CH2:12][O:13][Si:14]([C:17]([CH3:20])([CH3:19])[CH3:18])([CH3:15])[CH3:16])[N:6]=[CH:7]2 |f:2.3|. Procedure: Dissolve (3R)-5-bromo-3-({[tert-butyl(dimethyl)silyl]oxy}methyl)-1,2,3,4-tetrahydroisoquinoline (4.2 g, 11.8 mmol) in diethyl ether (118 mL). Add N-chlorosuccinimide (2.36 g, 17.7 mmol). Stir 30 min at room temperature and concentrate under reduced pressure. Dissolve the residue in potassium hydroxide (42.0 mL, 30.3 mmol, 5% in MeOH) and stir for 30 min at room temperature. Pour into water and extract with dichloromethane. Dry the dichloromethane extracts over sodium sulfate, filter, and concent...